Dataset: the Open Reaction Database (ORD), a public repository of structured organic reaction records. Task: describe an organic reaction: reactants, conditions, products, and yield Starting materials: CCO, CCOC(C)=O, O=C(c1ccc([N+](=O)[O-])cc1)N1Cc2ccnn2Cc2ccccc21. Yields the product Nc1ccc(C(=O)N2Cc3ccnn3Cc3ccccc32)cc1. RXN SMILES: [CH2:32]([OH:33])[CH3:34].[CH3:26][CH2:27][O:28][C:29](=[O:30])[CH3:31].[N+:1]([O-:2])(=[O:3])[c:4]1[cH:5][cH:6][c:7]([C:8](=[O:9])[N:10]2[CH2:11][c:12]3[n:13]([n:21][cH:22][cH:23]3)[CH2:14][c:15]3[c:16]2[cH:17][cH:18][cH:19][cH:20]3)[cH:24][cH:25]1>>[NH2:1][c:4]1[cH:5][cH:6][c:7]([C:8](=[O:9])[N:10]2[CH2:11][c:12]3[n:13]([n:21][cH:22][cH:23]3)[CH2:14][c:15]3[c:16]2[cH:17][cH:18][cH:19][cH:20]3)[cH:24][cH:25]1. Starting materials: C(C1=CC=CC=C1)OC=1C(=C(NC)C=CC1)N (3-benzyloxy-2-amino-N-methylaniline), CN=C=S (methyl isothiocyanate), O1CCCC1 (tetrahydrofuran). Reaction conditions: time 2 day. Product: C(C1=CC=CC=C1)OC1=CC=CC=2N(C(=NC21)NC)C (4-benzyloxy-1-methyl-2-methylamino-1H-benzimidazole). As a reaction SMILES: [CH2:1]([O:8][C:9]1[C:10]([NH2:17])=[C:11]([CH:14]=[CH:15][CH:16]=1)[NH:12][CH3:13])[C:2]1[CH:7]=[CH:6][CH:5]=[CH:4][CH:3]=1.[CH3:18][N:19]=C=S.O1CCC[CH2:23]1>>[CH2:1]([O:8][C:9]1[C:10]2[N:17]=[C:13]([NH:19][CH3:18])[N:12]([CH3:23])[C:11]=2[CH:14]=[CH:15][CH:16]=1)[C:2]1[CH:3]=[CH:4][CH:5]=[CH:6][CH:7]=1. Procedure: To a mixture of 3-benzyloxy-2-amino-N-methylaniline (200 mg) and methyl isothiocyanate (70.5 mg) was added tetrahydrofuran (2 ml) at ambient temperature, and the mixture was stirred for 2 days. The solvent was removed in vacuo, and the residue was dissolved in acetonitrile (2 ml). Methyl iodide (149 mg) was added thereto under ice-cooling, the mixture was stirred for 5 hours. The reaction mixture was concentrated in vacuo, and the residue was crystallized with ethyl acetate and recrystallized wi... The reactants are C(C)NC1=CC2=C(C(=C(O2)C2=CC=C(C=C2)F)C=2NC=CN2)C=C1C=1C=CC(=C(C(=O)NC2(CC2)C2=NC=CC=N2)C1)OC (5-(6-(ethylamino)-2-(4-fluorophenyl)-3-(1H-imidazol-2-yl)benzofuran-5-yl)-2-methoxy-N-(1-(pyrimidin-2-yl)cyclopropyl)benzamide), CS(=O)(=O)Cl (methanesulfonyl chloride). The reagents and catalysts are CN(C)C=1C=CN=CC1 (DMAP). Run in O (water), N1=CC=CC=C1 (pyridine). Run at time 8 hour. Product: C(C)N(S(=O)(=O)C)C1=CC2=C(C(=C(O2)C2=CC=C(C=C2)F)C=2N(C=CN2)S(=O)(=O)C)C=C1C=1C=CC(=C(C(=O)NC2(CC2)C2=NC=CC=N2)C1)OC (5-(6-(N-ethylmethylsulfonamido)-2-(4-fluorophenyl)-3-(1-(methylsulfonyl)-1H-imidazol-2-yl)benzofuran-5-yl)-2-methoxy-N-(1-(pyrimidin-2-yl)cyclopropyl)benzamide). RXN SMILES: [CH2:1]([NH:3][C:4]1[C:24]([C:25]2[CH:26]=[CH:27][C:28]([O:43][CH3:44])=[C:29]([CH:42]=2)[C:30]([NH:32][C:33]2([C:36]3[N:41]=[CH:40][CH:39]=[CH:38][N:37]=3)[CH2:35][CH2:34]2)=[O:31])=[CH:23][C:7]2[C:8]([C:18]3[NH:19][CH:20]=[CH:21][N:22]=3)=[C:9]([C:11]3[CH:16]=[CH:15][C:14]([F:17])=[CH:13][CH:12]=3)[O:10][C:6]=2[CH:5]=1)[CH3:2].[CH3:45][S:46](Cl)(=[O:48])=[O:47]>N1C=CC=CC=1.CN(C1C=CN=CC=1)C.O>[CH2:1]([N:3]([C:4]1[C:24]([C:25]2[CH:26]=[CH:27][C:28]([O:43][CH3:44])=[C:29]([CH:42]=2)[C:30]([NH:32][C:33]2([C:36]3[N:41]=[CH:40][CH:39]=[CH:38][N:37]=3)[CH2:35][CH2:34]2)=[O:31])=[CH:23][C:7]2[C:8]([C:18]3[N:19]([S:46]([CH3:45])(=[O:48])=[O:47])[CH:20]=[CH:21][N:22]=3)=[C:9]([C:11]3[CH:12]=[CH:13][C:14]([F:17])=[CH:15][CH:16]=3)[O:10][C:6]=2[CH:5]=1)[S:46]([CH3:45])(=[O:48])=[O:47])[CH3:2]. Reported procedure: To a solution of 5-(6-(ethylamino)-2-(4-fluorophenyl)-3-(1H-imidazol-2-yl)benzofuran-5-yl)-2-methoxy-N-(1-(pyrimidin-2-yl)cyclopropyl)benzamide (40 mg, 0.068 mmol) in pyridine (3.0 mL) at room temperature was added DMAP (16.60 mg, 0.136 mmol) followed by methanesulfonyl chloride (7.94 μl, 0.102 mmol). The reaction mixture was stirred at rt overnight, and then diluted with water. The mixture was extracted with EtOAc, and the organic extract washed with brine, dried over Na2SO4 and concentrated to... Reported procedure: To a mixture of trimethyl sulfoxonium iodide (70 mg, 0.350 mmol) and NaH (20 mg, 0.477 mmol), was added dry DMSO (0.3 mL) drop wise at 0° C. and stirred for 30 min. (S)-2-[4-(2,2,2-Trifluoro-ethoxy)-phenyl]-tetrahydro-pyrrolo[1,2-c]imidazole-3,6-dione (100 mg, 0.318 mmol) dissolved in DMSO (0.6 mL) was added to this mixture and stirred at room temperature for 2 h. The reaction mixture was poured into brine and extracted with ethyl acetate. The organic layer was dried over Na2SO4 and concentrated... Product: FC(COC1=CC=C(C=C1)N1C(N2[C@H](C1)C[C@]1(C2)OC1)=O)(F)F ((2R,7a′S)-2′-[4-(2,2,2-trifluoroethoxy)phenyl]tetrahydro-3′H-spiro[oxirane-2,6′-pyrrolo[1,2-c]imidazol]-3′-one). Solvent: CS(=O)C (DMSO), [Cl-].[Na+].O (brine), CS(=O)C (DMSO). Reactants: [I-].C[S+](=O)(C)C (trimethyl sulfoxonium iodide), [H-].[Na+] (NaH), FC(COC1=CC=C(C=C1)N1C(N2[C@H](C1)CC(C2)=O)=O)(F)F ((S)-2-[4-(2,2,2-Trifluoro-ethoxy)-phenyl]-tetrahydro-pyrrolo[1,2-c]imidazole-3,6-dione). Yield: 19.2%. Conditions: time 2 hour. As a reaction SMILES: [I-].[CH3:2][S+](C)(C)=O.[H-].[Na+].[F:9][C:10]([F:30])([F:29])[CH2:11][O:12][C:13]1[CH:18]=[CH:17][C:16]([N:19]2[CH2:23][C@@H:22]3[CH2:24][C:25](=[O:27])[CH2:26][N:21]3[C:20]2=[O:28])=[CH:15][CH:14]=1>CS(C)=O.[Cl-].[Na+].O>[F:30][C:10]([F:9])([F:29])[CH2:11][O:12][C:13]1[CH:18]=[CH:17][C:16]([N:19]2[CH2:23][C@@H:22]3[CH2:24][C@:25]4([CH2:2][O:27]4)[CH2:26][N:21]3[C:20]2=[O:28])=[CH:15][CH:14]=1 |f:0.1,2.3,6.7.8|. Reaction SMILES: [CH3:1][O:2][C:3]1[CH:4]=[C:5]2[C:10](=[CH:11][CH:12]=1)[CH:9]=[C:8]([C:13]1[CH:14]=[C:15]([NH:19][C:20]3[C:25]([N+:26]([O-:28])=[O:27])=[CH:24][CH:23]=[CH:22][N:21]=3)[CH:16]=[CH:17][CH:18]=1)[CH:7]=[CH:6]2.[Br:29]N1C(=O)CCC1=O.C(OOC(=O)C1C=CC=CC=1)(=O)C1C=CC=CC=1>C(Cl)(Cl)Cl>[Br:29][C:4]1[C:3]([O:2][CH3:1])=[CH:12][CH:11]=[C:10]2[C:5]=1[CH:6]=[CH:7][C:8]([C:13]1[CH:14]=[C:15]([NH:19][C:20]3[C:25]([N+:26]([O-:28])=[O:27])=[CH:24][CH:23]=[CH:22][N:21]=3)[CH:16]=[CH:17][CH:18]=1)=[CH:9]2. Reactants: COC=1C=C2C=CC(=CC2=CC1)C=1C=C(C=CC1)NC1=NC=CC=C1[N+](=O)[O-] (2-[3-(6-methoxy-2-naphthyl)phenylamino]-3-nitropyridine), BrN1C(CCC1=O)=O (N-bromosuccinimide), C(C1=CC=CC=C1)(=O)OOC(C1=CC=CC=C1)=O (benzoylperoxide). Yield: 52.3%. Run in C(Cl)(Cl)Cl (chloroform). Yields the product BrC1=C2C=CC(=CC2=CC=C1OC)C=1C=C(C=CC1)NC1=NC=CC=C1[N+](=O)[O-] (2-[3-(5-bromo-6-methoxy-2-naphthyl)phenylamino]-3-nitropyridine). Procedure: The mixture of 2-[3-(6-methoxy-2-naphthyl)phenylamino]-3-nitropyridine (5.2 g), N-bromosuccinimide (3.24 g) and benzoylperoxide (678 mg) in chloroform (30 ml) was refluxed for 3 hours. The mixture was concentrated in vacuo and was purified by column chromatography (silica gel) to obtain 2-[3-(5-bromo-6-methoxy-2-naphthyl)phenylamino]-3-nitropyridine (3.3 g).